Dataset: the Open Reaction Database (ORD), a public repository of structured organic reaction records. Task: describe an organic reaction: reactants, conditions, products, and yield The reactants are CN(C)CC=1C(=CC=2CC[C@H]3[C@@H]4CCC([C@@]4(C)CC[C@@H]3C2C1)=O)O (2-Dimethylaminomethyl-3-hydroxyestra-1,3,5(10)-trien-17-one), CCOCC (Et2O), [OH-].[K+] (potassium hydroxide). Reaction conditions: time 20 hour. The product is OC1=CC=2CC[C@H]3[C@@H]4CCC([C@@]4(C)CC[C@@H]3C2C=C1COC)=O (3-Hydroxy-2-methoxymethylestra-1,3,5(10)-trien-17-one). Isolated yield 88.0%. As a reaction SMILES: CN(CC1[C:6]([OH:24])=[CH:7][C:8]2[CH2:9][CH2:10][C@@H:11]3[C@@H:20]([C:21]=2[CH:22]=1)[CH2:19][CH2:18][C@@:16]1([CH3:17])[C@H:12]3[CH2:13][CH2:14][C:15]1=[O:23])C.[OH-].[K+].C[CH2:28][O:29][CH2:30][CH3:31]>>[OH:24][C:6]1[C:31]([CH2:30][O:29][CH3:28])=[CH:22][C:21]2[C@@H:20]3[C@H:11]([C@H:12]4[C@@:16]([CH2:18][CH2:19]3)([CH3:17])[C:15](=[O:23])[CH2:14][CH2:13]4)[CH2:10][CH2:9][C:8]=2[CH:7]=1 |f:1.2|. Procedure: To a suspension of 2-dimethylaminomethyl-3-hydroxyestra-1,3,5(10)-trien-17-one (72, 2.0 g, 6.1 mmol) in Et2O (200 mL) was added iodemethane (10 mL, 161 mmol) and stirred for 20 h at room temperature. The precipitate was collected by filtration and washed with Et2O. The solid was dissolved in MeOH (50 mL) and added potassium hydroxide (5.0 g, 85%, 76 mmol), and stirred for 3 h at reflux condition. After the reaction mixture was cooled to room temperature, solvent was evaporated at reduced pressur... Starting materials: C=1(O)C(O)=CC=CC1 (catechol), C1(O)=CC(O)=CC=C1 (resorcinol), C1(O)=CC=C(O)C=C1 (hydroquinone). Product: OC1=C(C=O)C=CC(=C1)O (2,4-dihydroxybenzaldehyde). As a reaction SMILES: [C:1]1(C(=CC=CC=1)O)[OH:2].[C:9]1([CH:16]=[CH:15][CH:14]=[C:12]([OH:13])[CH:11]=1)[OH:10].C1(C=CC(O)=CC=1)O>>[OH:10][C:9]1[CH:11]=[C:12]([OH:13])[CH:14]=[CH:15][C:16]=1[CH:1]=[O:2]. Procedure: catechol; resorcinol; hydroquinone; Starting materials: C(=O)(Cl)Cl (phosgene), ClC1=CC(=NC=N1)OC1=CC=C(N)C=C1 (4-(6-chloro-pyrimidin-4-yl-oxy)-aniline). Reported procedure: Apparatus: 2 litre 3-neck-roundbottle flask, dropping funnel, short Vigreux column and condenser. A phosgene solution (20% in toluene, 118 ml; 223 mmol) diluted with toluene (800 ml) under N2-atmosphere is cooled to approximately −20° C. Then a solution of 4-(6-chloro-pyrimidin-4-yl-oxy)-aniline (Stage 21.1; 18.52 g, 83.6 mmol) in CH2Cl2 (400 ml) is added dropwise. The resulting suspension is heated to distil off approximately 400 ml of solvent. Distillation Is continued (boiling point: 110° C.)... The product is ClC1=NC=NC(=C1)OC1=CC=C(C=C1)N=C=O (4-Chloro-6-(4-isocyanato-phenoxy)-pyrimidine). Conditions: temperature -20 celsius. Solvent: C1(=CC=CC=C1)C (toluene), C(Cl)Cl (CH2Cl2). As a reaction SMILES: [C:1](Cl)(Cl)=[O:2].[Cl:5][C:6]1[N:11]=[CH:10][N:9]=[C:8]([O:12][C:13]2[CH:19]=[CH:18][C:16]([NH2:17])=[CH:15][CH:14]=2)[CH:7]=1>C1(C)C=CC=CC=1.C(Cl)Cl>[Cl:5][C:6]1[CH:7]=[C:8]([O:12][C:13]2[CH:19]=[CH:18][C:16]([N:17]=[C:1]=[O:2])=[CH:15][CH:14]=2)[N:9]=[CH:10][N:11]=1. The product is CCC(Nc1nccc(-c2cc(F)c(OC)cc2C)c1[N+](=O)[O-])C1CC1. Starting materials: CCC(N)C1CC1, COc1cc(C)c(-c2ccnc(OS(=O)(=O)C(F)(F)F)c2[N+](=O)[O-])cc1F. Reaction SMILES: [CH:28]1([CH:31]([CH2:32][CH3:33])[NH2:34])[CH2:29][CH2:30]1.[F:1][c:2]1[c:3]([O:26][CH3:27])[cH:4][c:5]([CH3:25])[c:6](-[c:8]2[c:9]([N+:22](=[O:23])[O-:24])[c:10]([O:14][S:15]([C:16]([F:17])([F:18])[F:19])(=[O:20])=[O:21])[n:11][cH:12][cH:13]2)[cH:7]1>>[F:1][c:2]1[c:3]([O:26][CH3:27])[cH:4][c:5]([CH3:25])[c:6](-[c:8]2[c:9]([N+:22](=[O:23])[O-:24])[c:10]([NH:34][CH:31]([CH:28]3[CH2:29][CH2:30]3)[CH2:32][CH3:33])[n:11][cH:12][cH:13]2)[cH:7]1. Reactants: C(C)(=O)N1C(CN(C(C1)=O)C(CCCCCCCC)=O)=O (1-Acetyl4-nonanoyl-2,5-piperazinedione), C(CCCCCCCCC=C)(=O)Cl (10-undecenoyl chloride). The product is C(C)(=O)N1C(CN(C(C1)=O)C(CCCCCCCCC=C)=O)=O (1-Acetyl-4-(l 0-undecenoyl)-2,5-piperazinedione). Reaction SMILES: [C:1]([N:4]1[CH2:9][C:8](=[O:10])[N:7]([C:11](=[O:20])[CH2:12][CH2:13][CH2:14][CH2:15][CH2:16][CH2:17][CH2:18][CH3:19])[CH2:6][C:5]1=[O:21])(=[O:3])[CH3:2].[C:22](Cl)(=O)[CH2:23]CCCCCCCC=C>>[C:1]([N:4]1[CH2:9][C:8](=[O:10])[N:7]([C:11](=[O:20])[CH2:12][CH2:13][CH2:14][CH2:15][CH2:16][CH2:17][CH2:18][CH2:19][CH:22]=[CH2:23])[CH2:6][C:5]1=[O:21])(=[O:3])[CH3:2]. Reported procedure: ##STR27## Synthesized as for 1-Acetyl4-nonanoyl-2,5-piperazinedione in EXAMPLE I using 10-undecenoyl chloride in place of nonanoyl chloride. The reactants are CC(=O)OO, CC(=O)O, CC1(C)OB(c2cnc(OC3CCC3)c(Cl)c2)OC1(C)C, [Na+], [Na+], O, O=S([O-])([O-])=S. Product: Oc1cnc(OC2CCC2)c(Cl)c1. Reaction SMILES: [C:1]([O:2][OH:4])(=[O:3])[CH3:5].[CH3:34][C:35](=[O:36])[OH:37].[Cl:6][c:7]1[c:8]([O:22][CH:23]2[CH2:24][CH2:25][CH2:26]2)[n:9][cH:10][c:11]([B:13]2[O:14][C:15]([CH3:16])([CH3:17])[C:18]([CH3:19])([CH3:20])[O:21]2)[cH:12]1.[Na+:32].[Na+:33].[OH2:38].[S:27]([O-:28])([O-:29])(=[O:30])=[S:31]>>[OH:3][c:11]1[cH:10][n:9][c:8]([O:22][CH:23]2[CH2:24][CH2:25][CH2:26]2)[c:7]([Cl:6])[cH:12]1.